This data is from the Open Reaction Database (ORD), a public repository of structured organic reaction records. The task is: describe an organic reaction: reactants, conditions, products, and yield The reactants are C(C)(C)(C)OC(=O)N1C=C(C2=CC=CC=C12)C=1C(N(CC1C1=CN2CCCC3=CC=CC1=C23)C(=O)OC(C)(C)C)=O (3-[1-tert-butoxycarbonyl-4-(5,6-dihydro-4H-pyrrolo[3,2,1-ij]quinolin-1-yl)-2-oxo-2,5-dihydro-1H-pyrrol-3-yl]-indole-1-carboxylic acid tert-butyl ester), Cl (HCl). The solvent is O1CCOCC1 (dioxane). Reaction conditions: time 16 hour. The product is C1(=CN2CCCC3=CC=CC1=C23)C2=C(C(NC2)=O)C2=CNC3=CC=CC=C23 (4-(5,6-dihydro-4H-pyrrolo[3,2,1-ij]quinolin-1-yl)-3-(1H-indol-3-yl)-1,5-dihydro-pyrrol-2-one). Isolated yield 61.0%. RXN SMILES: C(OC([N:8]1[C:16]2[C:11](=[CH:12][CH:13]=[CH:14][CH:15]=2)[C:10]([C:17]2[C:18](=[O:41])[N:19](C(OC(C)(C)C)=O)[CH2:20][C:21]=2[C:22]2[C:32]3=[C:33]4[C:28](=[CH:29][CH:30]=[CH:31]3)[CH2:27][CH2:26][CH2:25][N:24]4[CH:23]=2)=[CH:9]1)=O)(C)(C)C.Cl>O1CCOCC1>[C:22]1([C:21]2[CH2:20][NH:19][C:18](=[O:41])[C:17]=2[C:10]2[C:11]3[C:16](=[CH:15][CH:14]=[CH:13][CH:12]=3)[NH:8][CH:9]=2)[C:32]2=[C:33]3[C:28](=[CH:29][CH:30]=[CH:31]2)[CH2:27][CH2:26][CH2:25][N:24]3[CH:23]=1. Reported procedure: A mixture of 3-[1-tert-butoxycarbonyl-4-(5,6-dihydro-4H-pyrrolo[3,2,1-ij]quinolin-1-yl)-2-oxo-2,5-dihydro-1H-pyrrol-3-yl]-indole-1-carboxylic acid tert-butyl ester (408 mg, 738 μmol) and 4M HCl in dioxane (15 mL) was shaken at room temperature for 16 h. The solvent was removed and the residue partitioned between EtOAc and 2N NaOH. The organics were concentrated and the residue purified by flash column chromatography (SiO2, DCM/MeOH). The solid obtained was recrystallised from DCM to afford 4-(5,... Yields the product CC1=NC(=C2C(N1)=NC(=C2)CC)Cl (2-methyl-4-chloro-6-ethyl-1H-pyrrolo[2,3-d]pyrimidine). The yield is 86.0%. Starting materials: CC1=NC(C2=C(N1)NC(=C2)CC)=O (1,7-dihydro-2-methyl-6-ethyl-4H-pyrrolo[2,3-d]pyrimidin-4-one), P(=O)(Cl)(Cl)Cl (phosphorous oxychloride). Procedure: A solution of 3.50 g (19.8 mmol) of 1,7-dihydro-2-methyl-6-ethyl-4H-pyrrolo[2,3-d]pyrimidin-4-one in 180 mL of phosphorous oxychloride was heated to reflux for 4 hours. The reaction was cooled to ambient temperature and concentrated under vacuum. The residue was dissolved in 100 mL of methylene chloride and poured onto 100 g of ice. The mixture was neutralized to pH 7 by the addition of powdered potassium carbonate. After an additional 200 mL of methylene chloride and 200 mL of water were added,... Reaction SMILES: [CH3:1][C:2]1[NH:7][C:6]2[NH:8][C:9]([CH2:11][CH3:12])=[CH:10][C:5]=2[C:4](=O)[N:3]=1.P(Cl)(Cl)([Cl:16])=O>>[CH3:1][C:2]1[NH:7][C:6]2=[N:8][C:9]([CH2:11][CH3:12])=[CH:10][C:5]2=[C:4]([Cl:16])[N:3]=1.